Dataset: the Open Reaction Database (ORD), a public repository of structured organic reaction records. Task: describe an organic reaction: reactants, conditions, products, and yield Starting materials: ClC=1C=C(C=NC1F)OC1=C(C=C(C=C1)S(=O)(=O)NC1=NC=C(C=C1)F)C#N (4-[(5-chloro-6-fluoropyridin-3-yl)oxy]-3-cyano-N-(5-fluoropyridin-2-yl)benzenesulfonamide), N1CCC1 (azetidine), C([O-])([O-])=O.[K+].[K+] (potassium carbonate). Run in CS(=O)C (dimethylsulfoxide). Conditions: temperature 50 celsius. Product: N1(CCC1)C1=C(C=C(C=N1)OC1=C(C=C(C=C1)S(=O)(=O)NC1=NC=C(C=C1)F)C#N)Cl (4-[(6-(azetidin-1-yl)-5-chloropyridin-3-yl)oxy]-3-cyano-N-(5-fluoropyridin-2-yl)benzenesulfonamide). RXN SMILES: [Cl:1][C:2]1[CH:3]=[C:4]([O:9][C:10]2[CH:15]=[CH:14][C:13]([S:16]([NH:19][C:20]3[CH:25]=[CH:24][C:23]([F:26])=[CH:22][N:21]=3)(=[O:18])=[O:17])=[CH:12][C:11]=2[C:27]#[N:28])[CH:5]=[N:6][C:7]=1F.[NH:29]1[CH2:32][CH2:31][CH2:30]1.C(=O)([O-])[O-].[K+].[K+]>CS(C)=O>[N:29]1([C:7]2[N:6]=[CH:5][C:4]([O:9][C:10]3[CH:15]=[CH:14][C:13]([S:16]([NH:19][C:20]4[CH:25]=[CH:24][C:23]([F:26])=[CH:22][N:21]=4)(=[O:18])=[O:17])=[CH:12][C:11]=3[C:27]#[N:28])=[CH:3][C:2]=2[Cl:1])[CH2:32][CH2:31][CH2:30]1 |f:2.3.4|. Procedure: To a solution of 4-((5-chloro-6-fluoropyridin-3-yl)oxy)-3-cyano-N-(5-fluoropyridin-2-yl)benzenesulfonamide (Example 242, 200 mg, 0.47 mmol) in dimethylsulfoxide (2 mL) was added azetidine (54 mg, 0.94 mmol) followed by potassium carbonate (130 mg, 0.94 mmol) and the reaction was heated to 50° C. for 17 hours. The mixture was filtered and purified using preparative HPLC to afford the title compound. Reactants: NC=1C=C2C(=C(C=NC2=CC1N)C#N)NC1=C(C=CC(=C1)OC)C (6,7-diamino-4-(5-methoxy-2-methylanilino)-3-quinolinecarbonitrile), 2-(4-morpholino)ethylisothiocyanate, mercuric oxide, [S] (sulphur), NC=1C=C2C(=C(C=NC2=CC1NC(=S)NCCN1CCOCC1)C#N)NC1=C(C=CC(=C1)OC)C (N-[6-amino-3-cyano-4-(5-methoxy-2-methylanilino)-7-quinolinyl]-N′-[2-(4-morpholinyl)ethyl]thiourea), NC1=C(C=C2C(=C(C=NC2=C1)C#N)NC1=C(C=CC(=C1)OC)C)N(C(=S)N)CCN1CCOCC1 (N-[7-amino-3-cyano-4-(5-methoxy-2-methylanilino)-6-quinolinyl]-N-[2-(4-morpholinyl)-ethyl]thiourea). Solvent: O1CCOCC1 (dioxane), C(C)O (ethanol). Reaction conditions: temperature 100 celsius. Product: COC=1C=CC(=C(NC2=C(C=NC=3CC=4C(=CC23)N=C(N4)NCCN4CCOCC4)C#N)C1)C (8-(5-methoxy-2-methylanilino)-2-{[2-(4-morpholinyl)ethyl]amino}imidazo[4,5-g]quinoline-7-carbonitrile). RXN SMILES: NC1C=C2C(=CC=1N)N=CC(C#N)=C2NC1C=C(OC)C=CC=1C.NC1C=C2C(C(NC3C=C(OC)C=CC=3C)=C(C#N)C=N2)=CC=1N(CCN1CCOCC1)C(N)=S.[NH2:60][C:61]1[CH:62]=[C:63]2[C:68](=[CH:69][C:70]=1[NH:71][C:72]([NH:74][CH2:75][CH2:76][N:77]1[CH2:82][CH2:81][O:80][CH2:79][CH2:78]1)=S)[N:67]=[CH:66][C:65]([C:83]#[N:84])=[C:64]2[NH:85][C:86]1[CH:91]=[C:90]([O:92][CH3:93])[CH:89]=[CH:88][C:87]=1[CH3:94].[S]>O1CCOCC1.C(O)C>[CH3:93][O:92][C:90]1[CH:89]=[CH:88][C:87]([CH3:94])=[C:86]([CH:91]=1)[NH:85][C:64]1[C:63]2[CH:62]=[C:61]3[N:60]=[C:72]([NH:74][CH2:75][CH2:76][N:77]4[CH2:82][CH2:81][O:80][CH2:79][CH2:78]4)[N:71]=[C:70]3[CH2:69][C:68]=2[N:67]=[CH:66][C:65]=1[C:83]#[N:84] |^3:94|. Procedure: A mixture of 0.1 g (0.3 mmol) of 6,7-diamino-4-(5-methoxy-2-methylanilino)-3-quinolinecarbonitrile and 0.11 g (0.62 mmol) of 2-(4-morpholino)ethylisothiocyanate in 0.3 mL of dioxane is heated at 100° C. for 2 hours under nitrogen. The mixture is cooled and solvent is evaporated to dryness to yield an oil consisting of N-[7-amino-3-cyano-4-(5-methoxy-2-methylanilino)-6-quinolinyl]-N-[2-(4-morpholinyl)-ethyl]thiourea and N-[6-amino-3-cyano-4-(5-methoxy-2-methylanilino)-7-quinolinyl]-N′-[2-(4-morph... Reactants: CC(C)C(O)c1nc2ccccc2cc1Cc1ccccc1, O=C1NC(=O)c2ccccc21, CC(C)OC(=O)N=NC(=O)OC(C)C, C1CCOC1, c1ccc(P(c2ccccc2)c2ccccc2)cc1. The product is CC(C)C(c1nc2ccccc2cc1Cc1ccccc1)N1C(=O)c2ccccc2C1=O. As a reaction SMILES: [CH2:1]([c:2]1[cH:3][cH:4][cH:5][cH:6][cH:7]1)[c:8]1[c:9]([CH:18]([CH:19]([CH3:20])[CH3:21])[OH:22])[n:10][c:11]2[cH:12][cH:13][cH:14][cH:15][c:16]2[cH:17]1.[O:23]=[C:24]1[NH:25][C:26](=[O:27])[c:28]2[cH:29][cH:30][cH:31][cH:32][c:33]21.[O:53]=[C:54]([O:55][CH:56]([CH3:57])[CH3:58])[N:59]=[N:60][C:61]([O:62][CH:63]([CH3:64])[CH3:65])=[O:66].[O:67]1[CH2:68][CH2:69][CH2:70][CH2:71]1.[c:34]1([P:35]([c:36]2[cH:37][cH:38][cH:39][cH:40][cH:41]2)[c:42]2[cH:43][cH:44][cH:45][cH:46][cH:47]2)[cH:48][cH:49][cH:50][cH:51][cH:52]1>>[CH2:1]([c:2]1[cH:3][cH:4][cH:5][cH:6][cH:7]1)[c:8]1[c:9]([CH:18]([CH:19]([CH3:20])[CH3:21])[N:25]2[C:24](=[O:23])[c:33]3[c:28]([cH:29][cH:30][cH:31][cH:32]3)[C:26]2=[O:27])[n:10][c:11]2[cH:12][cH:13][cH:14][cH:15][c:16]2[cH:17]1. The reactants are CC#N, O=C(O)c1cc(C(F)(F)F)cc(C(F)(F)F)c1, CC(C)(C)OC(=O)N1CC(N)C(c2ccc(Cl)c(Cl)c2)C1, O, On1nnc2ccccc21. Product: CC(C)(C)OC(=O)N1CC(NC(=O)c2cc(C(F)(F)F)cc(C(F)(F)F)c2)C(c2ccc(Cl)c(Cl)c2)C1. RXN SMILES: [CH3:50][C:51]#[N:52].[F:22][C:23]([c:24]1[cH:25][c:26]([C:27](=[O:28])[OH:29])[cH:30][c:31]([C:33]([F:34])([F:35])[F:36])[cH:32]1)([F:37])[F:38].[NH2:1][CH:2]1[CH2:3][N:4]([C:15](=[O:16])[O:17][C:18]([CH3:19])([CH3:20])[CH3:21])[CH2:5][CH:6]1[c:7]1[cH:8][c:9]([Cl:14])[c:10]([Cl:13])[cH:11][cH:12]1.[OH2:49].[OH:39][n:40]1[c:41]2[c:42]([cH:43][cH:44][cH:45][cH:46]2)[n:47][n:48]1>>[NH:1]([CH:2]1[CH2:3][N:4]([C:15](=[O:16])[O:17][C:18]([CH3:19])([CH3:20])[CH3:21])[CH2:5][CH:6]1[c:7]1[cH:8][c:9]([Cl:14])[c:10]([Cl:13])[cH:11][cH:12]1)[C:27]([c:26]1[cH:25][c:24]([C:23]([F:22])([F:37])[F:38])[cH:32][c:31]([C:33]([F:34])([F:35])[F:36])[cH:30]1)=[O:28].